From a dataset of the Open Reaction Database (ORD), a public repository of structured organic reaction records. describe an organic reaction: reactants, conditions, products, and yield Reactants: Cl.COC([C@H](NCC(C)C)CO)=O ((R)-N-isobutylserine methyl ester HCl salt), CC1=C(C=CC(=C1)[N+](=O)[O-])N=C=S (2-methyl-4-nitrophenyl isothiocyanate), COC([C@H](N)CO)=O ((D)-serine methyl ester), ester, O=S(Cl)Cl (SOCl2). Yields the product Cl.CC1=C(C=CC(=C1)[N+](=O)[O-])N=C1SC[C@@H](N1CC(C)C)C(=O)OC ((4S)-2-(2-methyl-4-nitrophenylimino)-4-(methoxycarbonyl)-3-isobutyl-1,3-thiazolidine HCl salt). RXN SMILES: Cl.[CH3:2][O:3][C:4](=[O:13])[C@@H:5]([CH2:11]O)[NH:6][CH2:7][CH:8]([CH3:10])[CH3:9].COC(=O)[C@@H](CO)N.O=S(Cl)[Cl:24].[CH3:26][C:27]1[CH:32]=[C:31]([N+:33]([O-:35])=[O:34])[CH:30]=[CH:29][C:28]=1[N:36]=[C:37]=[S:38]>>[ClH:24].[CH3:26][C:27]1[CH:32]=[C:31]([N+:33]([O-:35])=[O:34])[CH:30]=[CH:29][C:28]=1[N:36]=[C:37]1[N:6]([CH2:7][CH:8]([CH3:10])[CH3:9])[C@@H:5]([C:4]([O:3][CH3:2])=[O:13])[CH2:11][S:38]1 |f:0.1,5.6|. Reported procedure: (R)-N-isobutylserine methyl ester HCl salt was made from (D)-serine methyl ester as described in Method B3a. The ester was reacted with SOCl2, followed by 2-methyl-4-nitrophenyl isothiocyanate according to Method C2a to afford (4S)-2-(2-methyl-4-nitrophenylimino)-4-(methoxycarbonyl)-3-isobutyl-1,3-thiazolidine HCl salt. Reactants: 13.4, Cl.Cl.COC1=CC=C(C=C1)N1CCNCC1 (1-(4-methoxyphenyl)piperazine dihydrochloride), ClC1=CC=C(C=C1)[N+](=O)[O-] (1-chloro-4-nitrobenzene), C([O-])([O-])=O.[K+].[K+] (potassium carbonate), CN(C=O)C (N,N-dimethylformamide). Solvent: O (water). Product: 10.5, COC1=CC=C(C=C1)N1CCN(CC1)C1=CC=C(C=C1)[N+](=O)[O-] (1-(4-methoxyphenyl)-4-(4-nitrophenyl)piperazine). Isolated yield 67.0%. Reaction SMILES: Cl.Cl.[CH3:3][O:4][C:5]1[CH:10]=[CH:9][C:8]([N:11]2[CH2:16][CH2:15][NH:14][CH2:13][CH2:12]2)=[CH:7][CH:6]=1.Cl[C:18]1[CH:23]=[CH:22][C:21]([N+:24]([O-:26])=[O:25])=[CH:20][CH:19]=1.C(=O)([O-])[O-].[K+].[K+].CN(C)C=O>O>[CH3:3][O:4][C:5]1[CH:6]=[CH:7][C:8]([N:11]2[CH2:16][CH2:15][N:14]([C:18]3[CH:23]=[CH:22][C:21]([N+:24]([O-:26])=[O:25])=[CH:20][CH:19]=3)[CH2:13][CH2:12]2)=[CH:9][CH:10]=1 |f:0.1.2,4.5.6|. Procedure: A mixture of 13.4 parts of 1-(4-methoxyphenyl)piperazine dihydrochloride, 7.9 parts of 1-chloro-4-nitrobenzene, 10 parts of potassium carbonate and 90 parts of N,N-dimethylformamide is stirred and refluxed overnight. The reaction mixture is diluted with water and the product is extracted twice with trichloromethane. The combined extracts are dried, filtered and evaporated. The residue is triturated in 4-methyl-2-pentanone. The product is filtered off and crystallized from 1,4-dioxane, yielding 1... Starting materials: C([O-])([O-])=O.[K+].[K+] (potassium carbonate), BrC=1C=NN(C1)CCN1C(C2=CC=CC=C2C1=O)=O (2-[2-(4-bromo-1H-pyrazol-1-yl)ethyl]-1H-isoindole-1,3(2H)-dione), CC(C)OC(NC1CC(N(C2=CC=C(C=C12)B1OC(C(O1)(C)C)(C)C)C(C)=O)C)=O (1-methylethyl[1-acetyl-2-methyl-6-(4,4,5,5-tetramethyl-1,3,2-dioxaborolan-2-yl)-1,2,3,4-tetrahydro-4-quinolinyl]carbamate), Intermediate 28, CC(C)OC(NC1CC(N(C2=CC=C(C=C12)B1OC(C(O1)(C)C)(C)C)C(C)=O)C)=O (1-methylethyl[1-acetyl-2-methyl-6-(4,4,5,5-tetramethyl-1,3,2-dioxaborolan-2-yl)-1,2,3,4-tetrahydro-4-quinolinyl]carbamate), C1(=CC=CC=C1)C (toluene). Reagents/catalysts: C=1C=CC(=CC1)[P](C=2C=CC=CC2)(C=3C=CC=CC3)[Pd]([P](C=4C=CC=CC4)(C=5C=CC=CC5)C=6C=CC=CC6)([P](C=7C=CC=CC7)(C=8C=CC=CC8)C=9C=CC=CC9)[P](C=1C=CC=CC1)(C=1C=CC=CC1)C=1C=CC=CC1 (tetrakis(triphenylphosphine)palladium(0)). Run in C(C)O (ethanol). Product: CC(C)OC(N[C@@H]1C[C@@H](N(C2=CC=C(C=C12)C=1C=NN(C1)CCN1C(C2=CC=CC=C2C1=O)=O)C(C)=O)C)=O (1-methylethyl((cis)-1-acetyl-6-{1-[2-(1,3-dioxo-1,3-dihydro-2H-isoindol-2-yl)ethyl]-1H-pyrazol-4-yl}-2-methyl-1,2,3,4-tetrahydro-4-quinolinyl)carbamate). As a reaction SMILES: Br[C:2]1[CH:3]=[N:4][N:5]([CH2:7][CH2:8][N:9]2[C:17](=[O:18])[C:16]3[C:11](=[CH:12][CH:13]=[CH:14][CH:15]=3)[C:10]2=[O:19])[CH:6]=1.[CH3:20][CH:21]([O:23][C:24](=[O:49])[NH:25][CH:26]1[C:35]2[C:30](=[CH:31][CH:32]=[C:33](B3OC(C)(C)C(C)(C)O3)[CH:34]=2)[N:29]([C:45](=[O:47])[CH3:46])[CH:28]([CH3:48])[CH2:27]1)[CH3:22].C(=O)([O-])[O-].[K+].[K+].C1(C)C=CC=CC=1>C(O)C.C1C=CC([P]([Pd]([P](C2C=CC=CC=2)(C2C=CC=CC=2)C2C=CC=CC=2)([P](C2C=CC=CC=2)(C2C=CC=CC=2)C2C=CC=CC=2)[P](C2C=CC=CC=2)(C2C=CC=CC=2)C2C=CC=CC=2)(C2C=CC=CC=2)C2C=CC=CC=2)=CC=1>[CH3:22][CH:21]([O:23][C:24](=[O:49])[NH:25][C@H:26]1[C:35]2[C:30](=[CH:31][CH:32]=[C:33]([C:2]3[CH:3]=[N:4][N:5]([CH2:7][CH2:8][N:9]4[C:17](=[O:18])[C:16]5[C:11](=[CH:12][CH:13]=[CH:14][CH:15]=5)[C:10]4=[O:19])[CH:6]=3)[CH:34]=2)[N:29]([C:45](=[O:47])[CH3:46])[C@@H:28]([CH3:48])[CH2:27]1)[CH3:20] |f:2.3.4,^1:69,71,90,109|. Procedure details: 2-[2-(4-bromo-1H-pyrazol-1-yl)ethyl]-1H-isoindole-1,3(2H)-dione (for a preparation see Intermediate 28) (80 mg, 0.250 mmol) and 1-methylethyl[1-acetyl-2-methyl-6-(4,4,5,5-tetramethyl-1,3,2-dioxaborolan-2-yl)-1,2,3,4-tetrahydro-4-quinolinyl]carbamate (Intermediate 12, 150 mg, 0.360 mmol) were mixed with potassium carbonate (69.1 mg, 0.500 mmol) and tetrakis(triphenylphosphine)palladium(0) (14.44 mg, 0.012 mmol), dissolved in ethanol (1 mL) and toluene (1 mL) and stirred under nitrogen at 90° C. f...